This data is from the Open Reaction Database (ORD), a public repository of structured organic reaction records. The task is: describe an organic reaction: reactants, conditions, products, and yield The reactants are O=S1(CCC(C=C1)C1=C(C=C(C=C1)N1C(O[C@H](C1)CNC(C(F)F)=O)=O)F)=O (N-[[(5S)-3-[4-(3,4-dihydro-1,1-dioxido-2H-thiopyran-4-yl)-3-fluorophenyl]-2-oxo-5-oxazolidinyl]methyl]-2,2-difluoroacetamide), COC=1C=CC(=CC1)P2(=S)SP(=S)(S2)C=3C=CC(=CC3)OC (Lawesson's reagent). Solvent: O1CCOCC1 (dioxane). Yields the product O=S1(CCC(C=C1)C1=C(C=C(C=C1)N1C(O[C@H](C1)CNC(C(F)F)=S)=O)F)=O (N-[[(5S)-3-[4-(3,4-dihydro-1,1-dioxido-2H-thiopyran-4-yl)-3-fluorophenyl]-2-oxo-5-oxazolidinyl]methyl]-2,2-difluoroethanethioamide). As a reaction SMILES: [O:1]=[S:2]1(=[O:28])[CH:7]=[CH:6][CH:5]([C:8]2[CH:13]=[CH:12][C:11]([N:14]3[CH2:18][C@H:17]([CH2:19][NH:20][C:21](=O)[CH:22]([F:24])[F:23])[O:16][C:15]3=[O:26])=[CH:10][C:9]=2[F:27])[CH2:4][CH2:3]1.COC1C=CC(P2(SP(C3C=CC(OC)=CC=3)(=S)S2)=[S:38])=CC=1>O1CCOCC1>[O:1]=[S:2]1(=[O:28])[CH:7]=[CH:6][CH:5]([C:8]2[CH:13]=[CH:12][C:11]([N:14]3[CH2:18][C@H:17]([CH2:19][NH:20][C:21](=[S:38])[CH:22]([F:24])[F:23])[O:16][C:15]3=[O:26])=[CH:10][C:9]=2[F:27])[CH2:4][CH2:3]1. Procedure: The product of Example 9 (0.40 g, 0.956 mmol) and Lawesson's reagent (0.290 g, 0.717 mmol) in dioxane (5 ml) are heated at 80° C. overnight. The reaction mixture is evaporated to dryness and the residue purified by PTLC (10% MeOH/DCM) to give the title compound as solid. Rf (10% MeOH/DCM)=0.66.